From a dataset of the Open Reaction Database (ORD), a public repository of structured organic reaction records. describe an organic reaction: reactants, conditions, products, and yield Starting materials: CC(=O)C=CC1=C(C)CC(O[Si](C)(C)C(C)(C)C)CC1(C)C, ClC(Cl)Cl, O=C(OO)c1cccc(Cl)c1. Yields the product CC(=O)C=CC12OC1(C)CC(O[Si](C)(C)C(C)(C)C)CC2(C)C. Reaction SMILES: [C:1]([CH3:2])([CH3:3])([CH3:4])[Si:5]([O:6][CH:7]1[CH2:8][C:9]([CH3:20])=[C:10]([CH:15]=[CH:16][C:17]([CH3:18])=[O:19])[C:11]([CH3:13])([CH3:14])[CH2:12]1)([CH3:21])[CH3:22].[CH:34]([Cl:35])([Cl:36])[Cl:37].[Cl:23][c:24]1[cH:25][cH:26][cH:27][c:28]([C:29]([O:30][OH:32])=[O:31])[cH:33]1>>[C:1]([CH3:2])([CH3:3])([CH3:4])[Si:5]([O:6][CH:7]1[CH2:8][C:9]2([CH3:20])[C:10]([CH:15]=[CH:16][C:17]([CH3:18])=[O:19])([C:11]([CH3:13])([CH3:14])[CH2:12]1)[O:31]2)([CH3:21])[CH3:22]. The reactants are BrC=1N([C@H]2[C@](O)([C@H](O)[C@@H](CO)O2)C)C=2N=CN=C(C2N1)N (8-Bromo-2′-C-methyladenosine), stainless steel, 1d, N (ammonia). Product: NC=1N([C@H]2[C@](O)([C@H](O)[C@@H](CO)O2)C)C=2N=CN=C(C2N1)N (8-Amino-2′-C-methyladenosine). Reaction SMILES: Br[C:2]1[N:3]([C:14]2[N:15]=[CH:16][N:17]=[C:18]([NH2:21])[C:19]=2[N:20]=1)[C@@H:4]1[O:12][C@H:9]([CH2:10][OH:11])[C@@H:7]([OH:8])[C@@:5]1([CH3:13])[OH:6].[NH3:22]>>[NH2:22][C:2]1[N:3]([C:14]2[N:15]=[CH:16][N:17]=[C:18]([NH2:21])[C:19]=2[N:20]=1)[C@@H:4]1[O:12][C@H:9]([CH2:10][OH:11])[C@@H:7]([OH:8])[C@@:5]1([CH3:13])[OH:6]. Procedure details: A solution of the compound from Step A (38 mg, 0.11 mmol) in liquid ammonia (10 mL) was heated in a stainless steel autoclave at 105° C. for 1d, then cooled and evaporated. The residue was purified by HPLC [C-18 Phenomenex Luna (10μ; 250×21.2 mm) RP-column; solvents: (A) water, (B) acetonitrile; Linear gradient: 2-35% B in 76 min.] to yield the title compound (12 mg) as a white fluffy material after freeze-drying. Reactants: [Cl-].[Al+3].[Cl-].[Cl-] (aluminum chloride), BrCCCCCC(=O)Cl (6-bromohexanoyl chloride), O (Water), CC1=C(C(=C(C=C1)C)OC)OC (3,6-dimethylveratrole), ice. Solvent: C(Cl)Cl (methylene chloride), C(Cl)Cl (methylene chloride). Run at time 19 hour. Product: BrCCCCCC(=O)C1=C(C(=C(C(=C1)C)OC)OC)C (6-bromo-1-(3,4-dimethoxy-2,5-dimethylphenyl)-1-hexanone). The yield is 45.6%. As a reaction SMILES: [CH3:1][C:2]1[CH:7]=[CH:6][C:5]([CH3:8])=[C:4]([O:9][CH3:10])[C:3]=1[O:11][CH3:12].[Cl-].[Al+3].[Cl-].[Cl-].[Br:17][CH2:18][CH2:19][CH2:20][CH2:21][CH2:22][C:23](Cl)=[O:24].O>C(Cl)Cl>[Br:17][CH2:18][CH2:19][CH2:20][CH2:21][CH2:22][C:23]([C:7]1[CH:6]=[C:5]([CH3:8])[C:4]([O:9][CH3:10])=[C:3]([O:11][CH3:12])[C:2]=1[CH3:1])=[O:24] |f:1.2.3.4|. Procedure details: A solution of 0.227 g (1.5 mmol) of 3,6-dimethylveratrole in 1 mL of methylene chloride was added to an ice cooled mixture of 0.245 g (1.8 mmol) of aluminum chloride and 0.416 g (1.9 mmol) of 6-bromohexanoyl chloride in 3 mL of methylene chloride. The reaction mixture was kept at 0° for 19 hours. Water was added and the organic layer was separated and washed with sodium bicarbonate solution. The dried extract was concentrated to an oil which was chromatographed on 60 g of silica gel using 10% et... Starting materials: B(F)(F)F.CCOCC (Boron trifluoride etherate), OC1(CC2=C(OC3=C1C=CC=C3)C=C(C=C2)OC)CC(=O)OCC (ethyl (±)-10,11-dihydro-10-hydroxy-3-methoxydibenzo[b,f]oxepine-10-acetate), C(C)[SiH](CC)CC (triethylsilane). The reagents and catalysts are [Pd] (Pd/C). Run in C(Cl)Cl (CH2Cl2), C(C)O (ethanol). Conditions: time 20 minute. Product: COC=1C=CC2=C(OC3=C(C(C2)CC(=O)OCC)C=CC=C3)C1 (Ethyl (±)-10,11-dihydro-3-methoxydibenzo[b,f]oxepine-10-acetate). Isolated yield 85.9%. Reaction SMILES: B(F)(F)F.CCOCC.O[C:11]1([CH2:28][C:29]([O:31][CH2:32][CH3:33])=[O:30])[C:17]2[CH:18]=[CH:19][CH:20]=[CH:21][C:16]=2[O:15][C:14]2[CH:22]=[C:23]([O:26][CH3:27])[CH:24]=[CH:25][C:13]=2[CH2:12]1.C([SiH](CC)CC)C>C(Cl)Cl.C(O)C.[Pd]>[CH3:27][O:26][C:23]1[CH:24]=[CH:25][C:13]2[CH2:12][CH:11]([CH2:28][C:29]([O:31][CH2:32][CH3:33])=[O:30])[C:17]3[CH:18]=[CH:19][CH:20]=[CH:21][C:16]=3[O:15][C:14]=2[CH:22]=1 |f:0.1|. Procedure: Boron trifluoride etherate (0.48 mL, 3.9 mmole) was added to a solution of ethyl (±)-10,11-dihydro-10-hydroxy-3-methoxydibenzo[b,f]oxepine-10-acetate (690 mg, 1.95 mmole) and triethylsilane (0.62 mL, 3.9 mmole) in dry CH2Cl2 at 0° C. under argon. After 20 min, the reaction was quenched with 5% NaHCO3, and the mixture was extracted with CH2Cl2. Drying (MgSO4) and concentration gave a yellow oil. This was dissolved in absolute ethanol (20 mL) and 10% Pd/C (413 mg, 0.39 mmole) was added. The mixtur... Reactants: C(C)(C)[N-]C(C)C.[Li+] (lithium diisopropylamide), O1[C@H]2[C@@H](CC1=O)C=CC2 ((3aS,6aR)-3,3a,6,6a-tetrahydro-2H-cyclopenta[b]furan-2-one), CI (methyl iodide), [Li]CCCC (nBuLi), C(C)(C)NC(C)C (diisopropylamine). Solvent: C1CCOC1 (THF), C1CCOC1 (THF). Run at time 30 minute. Product: C[C@@H]1[C@@H]2[C@H](OC1=O)CC=C2 ((3R,3aR,6aR)-3-Methyl-3,3a,6,6a-tetrahydro-2H-cyclopenta[b]furan-2-one). Isolated yield 95.0%. As a reaction SMILES: C([N-][CH:5]([CH3:7])[CH3:6])(C)C.[Li+].[Li]CCCC.C(NC(C)C)(C)C.[O:21]1[C:25](=[O:26])[CH2:24][C@H:23]2C=C[CH2:29][C@@H:22]12.CI>C1COCC1>[CH3:23][C@H:24]1[C:25](=[O:26])[O:21][C@@H:22]2[CH2:29][CH:7]=[CH:5][C@H:6]12 |f:0.1|. Procedure: To a solution of lithium diisopropylamide, prepared by adding nBuLi (2.5 M sol. in hexanes, 1.36 mL, 3.39 mmol) to diisopropylamine (477 μL, 3.39 mmol) in THF (15 mL) at 0° C., was added a pre-cooled solution of known (3aS,6aR)-3,3a,6,6a-tetrahydro-2H-cyclopenta[b]furan-2-one (+)-115 (350 mg, 2.82 mmol) in THF (5 mL+3 mL rinse) at −78° C., dropwise. The reaction mixture was stirred at this temperature for 30 min, then methyl iodide (352 μL, 5.65 mmol) was added dropwise and the reaction mixture ...